Dataset: the Open Reaction Database (ORD), a public repository of structured organic reaction records. Task: describe an organic reaction: reactants, conditions, products, and yield The reactants are CN(C=CC(=O)C1=C(C=CC=C1)[N+](=O)[O-])C (3-(dimethylamino)-1-(2-nitrophenyl)-2-propen-1-one), Cl.NO (hydroxylamine hydrochloride). Solvent: C(C)O (ethanol). Yields the product [N+](=O)([O-])C1=C(C=CC=C1)C1=CC=NO1 (5-(2-Nitrophenyl)isoxazole). Yield: 70.2%. RXN SMILES: C[N:2](C)[CH:3]=[CH:4][C:5]([C:7]1[CH:12]=[CH:11][CH:10]=[CH:9][C:8]=1[N+:13]([O-:15])=[O:14])=[O:6].Cl.NO>C(O)C>[N+:13]([C:8]1[CH:9]=[CH:10][CH:11]=[CH:12][C:7]=1[C:5]1[O:6][N:2]=[CH:3][CH:4]=1)([O-:15])=[O:14] |f:1.2|. Procedure details: A suspension containing 99 g of 3-(dimethylamino)-1-(2-nitrophenyl)-2-propen-1-one, prepared in Example 1, and 63 g of hydroxylamine hydrochloride in 250 ml of ethanol was refluxed for 16 hours, then concentrated to dryness in vacuo. Water (400 ml) was added to the residue, and the resulting suspension was filtered. The solid was recrystallized from 2-propanol to give 60 g of the title compound; m.p. 66°-69° C. The reactants are [OH-].[Na+] (sodium hydroxide), C(=O)(OC)C=1C=C(C=CC1)C1=C(C=CC(=C1)OC)C1C(C(C2=CC=C(C=C12)OCCC)C1=CC2=C(C=C1)OCO2)C(=O)[O-] (3-[2-(3-Carbomethoxyphenyl)-4-methoxyphenyl]-1-(3,4-methylenedioxyphenyl)-5-(prop-1-yloxy)indane-2-carboxylate), Cl (hydrochloric acid). Solvent: O (water), CC(C)O (propan-2-ol). Yields the product C(=O)(O)C=1C=C(C=CC1)C1=C(C=CC(=C1)OC)C1C(C(C2=CC=C(C=C12)OCCC)C1=CC2=C(C=C1)OCO2)C(=O)O (3-[2-(3-Carboxyphenyl)-4-methoxyphenyl]-1-(3,4-methylenedioxyphenyl)-5-(prop-1-yloxy)indane-2-carboxylic acid). Isolated yield 25.6%. Reaction SMILES: [C:1]([C:5]1[CH:6]=[C:7]([C:11]2[CH:16]=[C:15]([O:17][CH3:18])[CH:14]=[CH:13][C:12]=2[CH:19]2[C:27]3[C:22](=[CH:23][CH:24]=[C:25]([O:28][CH2:29][CH2:30][CH3:31])[CH:26]=3)[CH:21]([C:32]3[CH:37]=[CH:36][C:35]4[O:38][CH2:39][O:40][C:34]=4[CH:33]=3)[CH:20]2[C:41]([O-:43])=[O:42])[CH:8]=[CH:9][CH:10]=1)([O:3]C)=[O:2].[OH-].[Na+].Cl>CC(O)C.O>[C:1]([C:5]1[CH:6]=[C:7]([C:11]2[CH:16]=[C:15]([O:17][CH3:18])[CH:14]=[CH:13][C:12]=2[CH:19]2[C:27]3[C:22](=[CH:23][CH:24]=[C:25]([O:28][CH2:29][CH2:30][CH3:31])[CH:26]=3)[CH:21]([C:32]3[CH:37]=[CH:36][C:35]4[O:38][CH2:39][O:40][C:34]=4[CH:33]=3)[CH:20]2[C:41]([OH:43])=[O:42])[CH:8]=[CH:9][CH:10]=1)([OH:3])=[O:2] |f:1.2|. Procedure details: Methyl (1RS, 2SR, 3RS)-3-[2-(3-Carbomethoxyphenyl)-4-methoxyphenyl]-1-(3,4-methylenedioxyphenyl)-5-(prop-1-yloxy)indane-2-carboxylate (0.08 g, crude) was dissolved in propan-2-ol (1 ml) and aqueous sodium hydroxide (1M, 1 ml ,1 mmol) added. The mixture was refluxed for 12 hr. then cooled, diluted with water, acidified with 3M-aqueous hydrochloric acid and extracted with ethyl acetate (3×). The combined organic extract was purified by column chromatography on silical-gel (eluant: 30% EtOAc/hexane... The reactants are OC=1C=C(C=CC1OC)C1CNC(O1)=O (5-(3-hydroxy-4-methoxyphenyl)-2-oxazolidinone), [H-].[Na+] (sodium hydride), C1(CCCC1)Br (cyclopentyl bromide). Reported procedure: 7.2 mmol of 5-(3-hydroxy-4-methoxyphenyl)-2-oxazolidinone is dissolved in 10 ml. of absolute dimethylformamide and stirred with 7.9 mmol of sodium hydride for 1 hour at 50°. After cooling, the mixture is combined with 8.6 mmol of cyclopentyl bromide and then agitated for 2 hours at 80°. After the reaction is terminated, the dimethylformamide is withdrawn under vacuum at 40°. The residue is taken up in 100 ml. of 2 N sodium hydroxide solution and extracted three times with 150 ml. of chloroform. ... Product: C1(CCCC1)OC=1C=C(C=CC1OC)C1CNC(O1)=O (5-(3-cyclopentoxy-4-methoxyphenyl)-2-oxazolidinone). RXN SMILES: [OH:1][C:2]1[CH:3]=[C:4]([CH:10]2[O:14][C:13](=[O:15])[NH:12][CH2:11]2)[CH:5]=[CH:6][C:7]=1[O:8][CH3:9].[H-].[Na+].[CH:18]1(Br)[CH2:22][CH2:21][CH2:20][CH2:19]1>CN(C)C=O>[CH:18]1([O:1][C:2]2[CH:3]=[C:4]([CH:10]3[O:14][C:13](=[O:15])[NH:12][CH2:11]3)[CH:5]=[CH:6][C:7]=2[O:8][CH3:9])[CH2:22][CH2:21][CH2:20][CH2:19]1 |f:1.2|. Isolated yield 70.0%. Run at time 2 hour. Run in CN(C=O)C (dimethylformamide). Reported procedure: To a 2 L jacket-equipped separable flask provided with a stirrer, a thermometer, a Dean-Stark water separator, a Dimroth condenser and a gas blowing tube, 84.0 g of 1,3-adamantanediol, 124.1 g of methacrylic acid, 0.38 g of p-methoxyphenol as a polymerization inhibitor, 1.2 g of concentrated sulfuric acid as an acid catalyst, and 750 ml of toluene as a solvent were put. Prepared gas diluted with nitrogen so as to have an oxygen concentration of about 5% by volume was supplied at a rate of 0.2 L/... Solvent: C1(=CC=CC=C1)C (toluene), O (water), O (water), O (water). As a reaction SMILES: [C:1]12([OH:12])[CH2:10][CH:5]3[CH2:6][CH:7]([CH2:9][C:3]([OH:11])([CH2:4]3)[CH2:2]1)[CH2:8]2.[C:13](O)(=[O:17])[C:14]([CH3:16])=[CH2:15].COC1C=CC(O)=CC=1.S(=O)(=O)(O)O.O=O.[OH-].[Na+]>C1(C)C=CC=CC=1.O>[C:13]([O:12][C:1]12[CH2:10][CH:5]3[CH2:6][CH:7]([CH2:9][C:3]([OH:11])([CH2:4]3)[CH2:2]1)[CH2:8]2)(=[O:17])[C:14]([CH3:16])=[CH2:15] |f:5.6|. Reaction conditions: time 5 hour. Yields the product C(C(=C)C)(=O)OC12CC3(CC(CC(C1)C3)C2)O (3-hydroxy-1-adamantyl methacrylate). The reactants are C12(CC3(CC(CC(C1)C3)C2)O)O (1,3-adamantanediol), S(O)(O)(=O)=O (sulfuric acid), O=O (oxygen), S(O)(O)(=O)=O (sulfuric acid), COC1=CC=C(C=C1)O (p-methoxyphenol), C(C(=C)C)(=O)O (methacrylic acid), C(C(=C)C)(=O)O (methacrylic acid), COC1=CC=C(C=C1)O (p-methoxyphenol), [OH-].[Na+] (sodium hydroxide). Solvent: CN1CCCC1=O (NMP). The reactants are NC=1C(=NC=C(C1)C(F)(F)F)Cl (3-amino-2-chloro-5-trifluoromethylpyridine), C(C)(=O)CC(C)=O (acetylacetone), C([O-])([O-])=O.[Cs+].[Cs+] (cesium carbonate), CN (methylamine), [Cl-].[NH4+] (ammonium chloride). Reagents/catalysts: C(C)(=O)CC(C)=O.[Cu+2] (copper (II) acetylacetone). Procedure: To a pressure-resistant reaction container, 3-amino-2-chloro-5-trifluoromethylpyridine (5 g), copper (II) acetylacetone (1.31 g), acetylacetone (2.50 g), cesium carbonate (16.25 g), NMP (20 ml), and 40% of aqueous methylamine solution (15 ml) were added, and stirred at 100° C. for 3 hours, at 120° C. for 3 hours, then at 140° C. for 5 hours. After the mixture was allowed to cool to room temperature, saturated aqueous ammonium chloride solution was poured thereinto, and extracted with ethyl aceta... Reaction conditions: temperature 120 celsius, time 3 hour. Yields the product CNC1=NC(=CC=C1N)C(F)(F)F (N2-methyl-6-trifluoromethylpyridin-2,3-diamine). As a reaction SMILES: N[C:2]1[C:3](Cl)=[N:4]C=[C:6]([C:8]([F:11])([F:10])[F:9])[CH:7]=1.[C:13](CC(=O)C)(=O)C.C(=O)([O-])[O-].[Cs+].[Cs+].[CH3:26][NH2:27].[Cl-].[NH4+:29]>C(CC(=O)C)(=O)C.[Cu+2].CN1C(=O)CCC1>[CH3:26][NH:27][C:13]1[C:3]([NH2:4])=[CH:2][CH:7]=[C:6]([C:8]([F:9])([F:10])[F:11])[N:29]=1 |f:2.3.4,6.7,8.9|. Starting materials: Cl.Cl.NC=1C(=C(COC=2C=3N(C=CC2)C(=C(N3)C)Br)C(=CC1)Cl)Cl (8-(3-amino-2,6-dichlorobenzyloxy)-3-bromo-2-methylimidazo[1,2-a]pyridine dihydrochloride), N1=CC=CC=C1 (pyridine), C(C)N=C=O (ethyl isocyanate). Solvent: CN1C(CCC1)=O (N-methylpyrrolidone). Conditions: temperature 60 celsius, time 6 hour. Yields the product BrC1=C(N=C2N1C=CC=C2OCC2=C(C(=CC=C2Cl)NC(=O)NCC)Cl)C (3-bromo-8-[2,6-dichloro-3-(N'-ethylureido)benzyloxy]-2-methylimidazo[1,2-a]pyridine). RXN SMILES: Cl.Cl.[NH2:3][C:4]1[C:5]([Cl:24])=[C:6]([C:20]([Cl:23])=[CH:21][CH:22]=1)[CH2:7][O:8][C:9]1[C:10]2[N:11]([C:15]([Br:19])=[C:16]([CH3:18])[N:17]=2)[CH:12]=[CH:13][CH:14]=1.N1C=CC=CC=1.[CH2:31]([N:33]=[C:34]=[O:35])[CH3:32]>CN1CCCC1=O>[Br:19][C:15]1[N:11]2[CH:12]=[CH:13][CH:14]=[C:9]([O:8][CH2:7][C:6]3[C:20]([Cl:23])=[CH:21][CH:22]=[C:4]([NH:3][C:34]([NH:33][CH2:31][CH3:32])=[O:35])[C:5]=3[Cl:24])[C:10]2=[N:17][C:16]=1[CH3:18] |f:0.1.2|. Procedure: To a mixture of 8-(3-amino-2,6-dichlorobenzyloxy)-3-bromo-2-methylimidazo[1,2-a]pyridine dihydrochloride (100 mg), pyridine (0.5 ml) and N-methylpyrrolidone (1.5 ml) was added ethyl isocyanate (0.10 ml). The mixture was stirred at 60° C. for 6 hours. The insoluble material was filtered off and washed with water. The filtrate and washings were combined and separated precipitate was collected by filtration. The precipitate was purified by preparative thin-layer chromatography (20% solution of meth... Starting materials: C1(=CC=CC=2C3=CC=CC=C3CC12)COC(=O)Cl (Fluorenylmethoxycarbonyl chloride), NC(C(=O)O)CCCCCC (aminooctanoic acid), C(C)(=O)O (acetic acid). Solvent: C(=O)([O-])[O-].[Na+].[Na+] (Na2CO3), O1CCOCC1 (dioxane). Run at temperature 0 celsius, time 2.5 hour. Product: C1(=CC=CC=2C3=CC=CC=C3CC12)COC(=O)NCCCCCCCC(=O)O (8-fluorenylmethoxycarbonylaminooctanoic acid). Reaction SMILES: [C:1]1([CH2:14][O:15][C:16](Cl)=[O:17])[C:13]2[CH2:12][C:11]3[C:6](=[CH:7][CH:8]=[CH:9][CH:10]=3)[C:5]=2[CH:4]=[CH:3][CH:2]=1.[NH2:19][CH:20]([CH2:24][CH2:25][CH2:26][CH2:27][CH2:28]C)C(O)=O.[C:30]([OH:33])(=[O:32])[CH3:31]>C([O-])([O-])=O.[Na+].[Na+].O1CCOCC1>[C:1]1([CH2:14][O:15][C:16]([NH:19][CH2:20][CH2:24][CH2:25][CH2:26][CH2:27][CH2:28][CH2:31][C:30]([OH:33])=[O:32])=[O:17])[C:13]2[CH2:12][C:11]3[C:6](=[CH:7][CH:8]=[CH:9][CH:10]=3)[C:5]=2[CH:4]=[CH:3][CH:2]=1 |f:3.4.5|. Reported procedure: Fluorenylmethoxycarbonyl chloride (4.87 g, 0.02 mol) to a mixture of aminooctanoic acid (3.0 g ,0.02 mol) in 200 mL of 10% Na2CO3 (aq) and dioxane (150 mL) at 0° C. The mixture was stirred for 2.5 h at 0° C., acidified to pH 5 with acetic acid and extracted three times with CHCl3. The combined organic extracts were washed with H2O, dried (Na2SO4) and concentrated in vacuo. The residue was purified by flash chromatography (silica gel, CHCl3 →95:5 CHCl3 --MeOH) to afford 8-fluorenylmethoxycarbonyl... Starting materials: O=[N+]([O-])c1nccn1Cc1ccccc1, CO. Product: Nc1nccn1Cc1ccccc1. As a reaction SMILES: [CH2:1]([c:2]1[cH:3][cH:4][cH:5][cH:6][cH:7]1)[n:8]1[c:9]([N+:13]([O-:14])=[O:15])[n:10][cH:11][cH:12]1.[CH3:16][OH:17]>>[CH2:1]([c:2]1[cH:3][cH:4][cH:5][cH:6][cH:7]1)[n:8]1[c:9]([NH2:13])[n:10][cH:11][cH:12]1.